From a dataset of the Open Reaction Database (ORD), a public repository of structured organic reaction records. describe an organic reaction: reactants, conditions, products, and yield Reported procedure: The title compound (1.42 g, 28%) was prepared from 2,5-diethyl-4-methyl-1,6-dihydro-6-pyrimidone (2.70 g, 16.26 mmol) and 4-[2-bromoethoxy]benzaldehyde (4.09 g, 17.86 mmol) in the presence of 95% NaH (508 mg, 20 mmol) as base by a similar procedure to that described in preparation 1. Yield: 27.8%. Yields the product C(C)C=1N(C(C(=C(N1)C)CC)=O)CCOC1=CC=C(C=O)C=C1 (4-[2-[2,5-Diethyl-4-methyl-6-oxo-1,6-dihydro-1-pyrimidinyl]ethoxy]benzaldehyde). RXN SMILES: [CH2:1]([C:3]1[NH:4][C:5](=[O:12])[C:6]([CH2:10][CH3:11])=[C:7]([CH3:9])[N:8]=1)[CH3:2].Br[CH2:14][CH2:15][O:16][C:17]1[CH:24]=[CH:23][C:20]([CH:21]=[O:22])=[CH:19][CH:18]=1.[H-].[Na+]>>[CH2:1]([C:3]1[N:4]([CH2:14][CH2:15][O:16][C:17]2[CH:24]=[CH:23][C:20]([CH:21]=[O:22])=[CH:19][CH:18]=2)[C:5](=[O:12])[C:6]([CH2:10][CH3:11])=[C:7]([CH3:9])[N:8]=1)[CH3:2] |f:2.3|. Reactants: C(C)C=1NC(C(=C(N1)C)CC)=O (2,5-diethyl-4-methyl-1,6-dihydro-6-pyrimidone), BrCCOC1=CC=C(C=O)C=C1 (4-[2-bromoethoxy]benzaldehyde), [H-].[Na+] (NaH).